From a dataset of the Open Reaction Database (ORD), a public repository of structured organic reaction records. describe an organic reaction: reactants, conditions, products, and yield Isolated yield 76.0%. Product: FC1=C(C=CC(=C1)F)C1=C(C(C2=CC(=CC=C12)OCCCN1CCN(CC1)S(=O)(=O)C)=O)C1=CC=C(C=C1)C (3-(2,4-Difluorophenyl)-6-{3-[4-(methylsulfonyl)piperazin-1-yl]propoxy}-2-p-tolyl-1H-inden-1-one). As a reaction SMILES: Br[C:2]1[C:3](=[O:33])[C:4]2[C:9]([C:10]=1[C:11]1[CH:16]=[CH:15][C:14]([F:17])=[CH:13][C:12]=1[F:18])=[CH:8][CH:7]=[C:6]([O:19][CH2:20][CH2:21][CH2:22][N:23]1[CH2:28][CH2:27][N:26]([S:29]([CH3:32])(=[O:31])=[O:30])[CH2:25][CH2:24]1)[CH:5]=2.O1CCN(CCO[C:43]2[CH:51]=[C:50]3[C:46]([C:47](C4C=CC=CC=4)=C(Br)C3=O)=[CH:45][CH:44]=2)CC1.B(O)(O)C1C=CC(C)=CC=1>>[F:18][C:12]1[CH:13]=[C:14]([F:17])[CH:15]=[CH:16][C:11]=1[C:10]1[C:9]2[C:4](=[CH:5][C:6]([O:19][CH2:20][CH2:21][CH2:22][N:23]3[CH2:28][CH2:27][N:26]([S:29]([CH3:32])(=[O:30])=[O:31])[CH2:25][CH2:24]3)=[CH:7][CH:8]=2)[C:3](=[O:33])[C:2]=1[C:43]1[CH:51]=[CH:50][C:46]([CH3:47])=[CH:45][CH:44]=1. Reported procedure: The procedure of Step 7 of Example 1 was repeated except for using 2-bromo-3-(2,4-difluorophenyl)-6-[3-(4-(methylsulfonyl)piperazin-1-yl)propoxy]-1H-inden-1-one obtained in Step 1 as a starting material instead of 6-(2-morpholinoethoxy)-2-bromo-3-phenyl-1H-inden-1-one and p-tolylboronic acid instead of 3-pyridinylboronic acid to obtain the title compound (76%). Starting materials: BrC=1C(C2=CC(=CC=C2C1C1=C(C=C(C=C1)F)F)OCCCN1CCN(CC1)S(=O)(=O)C)=O (2-Bromo-3-(2,4-difluorophenyl)-6-[3-(4-(methylsulfonyl)piperazin-1-yl)propoxy]-1H-inden-1-one), O1CCN(CC1)CCOC1=CC=C2C(=C(C(C2=C1)=O)Br)C1=CC=CC=C1 (6-(2-morpholinoethoxy)-2-bromo-3-phenyl-1H-inden-1-one), B(C=1C=CC(=CC1)C)(O)O (p-tolylboronic acid).